From a dataset of the Open Reaction Database (ORD), a public repository of structured organic reaction records. describe an organic reaction: reactants, conditions, products, and yield Starting materials: FC(C(=O)O)(F)F (Trifluoroacetic acid), C(C)(C)(C)OC(=O)N1CCC(CC1)OC1=C(C=CC=C1)Cl (4-(2-Chlorophenoxy)-piperidine-1-carboxylic acid tert-butyl ester). The product is ClC1=C(OC2CCNCC2)C=CC=C1 (4-(2-Chlorophenoxy)-piperidine). Reaction SMILES: FC(F)(F)C(O)=O.C(OC([N:15]1[CH2:20][CH2:19][CH:18]([O:21][C:22]2[CH:27]=[CH:26][CH:25]=[CH:24][C:23]=2[Cl:28])[CH2:17][CH2:16]1)=O)(C)(C)C>>[Cl:28][C:23]1[CH:24]=[CH:25][CH:26]=[CH:27][C:22]=1[O:21][CH:18]1[CH2:19][CH2:20][NH:15][CH2:16][CH2:17]1. Reported procedure: Trifluoroacetic acid (4 mL) was added to crude carbamate 10.6 (1.030 g). After 20 min at rt most of the volatiles were removed in vacuo and 1 M HCl (10 mL) was added, whereupon an oil separated. This was washed with DCM (3×3 mL). The aqueous portion was basified to pH>12 with 5 M NaOH, extracted with DCM (3×4 mL), dried (MgSO4), filtered and concentrated to an oil (10 mg). The initial DCM washing was dried (MgSO4), filtered and concentrated to a pale yellow oil (1.26 g), whose 1H NMR was consist...